Dataset: the Open Reaction Database (ORD), a public repository of structured organic reaction records. Task: describe an organic reaction: reactants, conditions, products, and yield The reactants are CCOC(C)=O, C=CC(F)(F)C(O)c1sc(-c2ccc(C(F)(F)F)cc2)nc1C, [Pd]. The product is CCC(F)(F)C(O)c1sc(-c2ccc(C(F)(F)F)cc2)nc1C. As a reaction SMILES: [CH3:24][CH2:25][O:26][C:27](=[O:28])[CH3:29].[F:1][C:2]([CH:3]([OH:4])[c:5]1[c:6]([CH3:20])[n:7][c:8](-[c:10]2[cH:11][cH:12][c:13]([C:16]([F:17])([F:18])[F:19])[cH:14][cH:15]2)[s:9]1)([CH:21]=[CH2:22])[F:23].[Pd:30]>>[F:1][C:2]([CH:3]([OH:4])[c:5]1[c:6]([CH3:20])[n:7][c:8](-[c:10]2[cH:11][cH:12][c:13]([C:16]([F:17])([F:18])[F:19])[cH:14][cH:15]2)[s:9]1)([CH2:21][CH3:22])[F:23].